From a dataset of the Open Reaction Database (ORD), a public repository of structured organic reaction records. describe an organic reaction: reactants, conditions, products, and yield The reactants are C1CCNCC1, Cc1c(C(=O)N2CCN(C)CC2)c[nH]c1C=O, CCO, O=C1Cc2c(cccc2-c2ccccc2)N1. Product: Cc1c(C(=O)N2CCN(C)CC2)c[nH]c1C=C1C(=O)Nc2cccc(-c3ccccc3)c21. RXN SMILES: [CH2:34]1[CH2:35][CH2:36][NH:37][CH2:38][CH2:39]1.[CH3:17][c:18]1[c:19]([CH:32]=[O:33])[nH:20][cH:21][c:22]1[C:23](=[O:24])[N:25]1[CH2:26][CH2:27][N:28]([CH3:31])[CH2:29][CH2:30]1.[CH3:40][CH2:41][OH:42].[c:1]1(-[c:7]2[c:8]3[c:12]([cH:13][cH:14][cH:15]2)[NH:11][C:10](=[O:16])[CH2:9]3)[cH:2][cH:3][cH:4][cH:5][cH:6]1>>[c:1]1(-[c:7]2[c:8]3[c:12]([cH:13][cH:14][cH:15]2)[NH:11][C:10](=[O:16])[C:9]3=[CH:32][c:19]2[c:18]([CH3:17])[c:22]([C:23](=[O:24])[N:25]3[CH2:26][CH2:27][N:28]([CH3:31])[CH2:29][CH2:30]3)[cH:21][nH:20]2)[cH:2][cH:3][cH:4][cH:5][cH:6]1. The reactants are CON(C(CCCN1C(=NC=2C=NC=3C=CC=CC3C21)CCC)=O)C (N-methoxy-N-methyl-4-(2-propyl-1H-imidazo[4,5-c]quinolin-1-yl)butyramide), C(C(C)C)[Mg]Cl (isobutylmagnesium chloride), solution. Solvent: C1CCOC1 (THF), C(C)OCC (diethyl ether). Run at time 4 hour. Yields the product CC(CC(CCCN1C(=NC=2C=NC=3C=CC=CC3C21)CCC)=O)C (6-methyl-1-(2-propyl-1H-imidazo[4,5-c]quinolin-1-yl)heptan-4-one). Reaction SMILES: CON(C)[C:4](=[O:24])[CH2:5][CH2:6][CH2:7][N:8]1[C:20]2[C:19]3[CH:18]=[CH:17][CH:16]=[CH:15][C:14]=3[N:13]=[CH:12][C:11]=2[N:10]=[C:9]1[CH2:21][CH2:22][CH3:23].[CH2:26]([Mg]Cl)[CH:27]([CH3:29])[CH3:28]>C1COCC1.C(OCC)C>[CH3:26][CH:27]([CH3:29])[CH2:28][C:4](=[O:24])[CH2:5][CH2:6][CH2:7][N:8]1[C:20]2[C:19]3[CH:18]=[CH:17][CH:16]=[CH:15][C:14]=3[N:13]=[CH:12][C:11]=2[N:10]=[C:9]1[CH2:21][CH2:22][CH3:23]. Procedure: To a stirred solution of N-methoxy-N-methyl-4-(2-propyl-1H-imidazo[4,5-c]quinolin-1-yl)butyramide (4.80 g, 14.1 mmol) in THF (100 mL) in a dry ice/isopropanol bath was added a solution of isobutylmagnesium chloride (28 mL of a 2 M solution in diethyl ether, 56 mmol) over a period of several minutes. When addition was complete, the reaction flask was removed from the cold bath and the mixture stirred for 4 hours at room temperature. A 10% solution of hydrochloric acid in water (3 mL) was added sl... The reactants are FC1=CC=C(C=C1)[C@@H](C)NC(=O)[C@@H]1CC[C@H](CC1)NS(=O)(=O)C1=CC=C(C=C1)Br (Trans-4-(4-Bromo-benzenesulfonylamino)-cyclohexanecarboxylic acid [(R)-1-(4-fluoro-phenyl)-ethyl]-amide), C(Cl)Cl (DCM), C(=O)([O-])[O-].[Na+].[Na+] (Na2CO3), CC=1C=C(C=NC1)B(O)O (5-methyl-3-pyridine boronic acid). The reagents and catalysts are C1=CC=C(C=C1)P([C-]2C=CC=C2)C3=CC=CC=C3.C1=CC=C(C=C1)P([C-]2C=CC=C2)C3=CC=CC=C3.Cl[Pd]Cl.[Fe+2] (Pd(dppf)Cl2). Run in CN(C)C=O (DMF), CCOC(=O)C (EtOAc). Product: FC1=CC=C(C=C1)[C@@H](C)NC(=O)[C@@H]1CC[C@H](CC1)NS(=O)(=O)C1=CC=C(C=C1)C=1C=NC=C(C1)C (Trans-4-(4-(5-methyl-pyridin-3-yl)-benzenesulfonylamino)-cyclohexanecarboxylic acid [(R)-1-(4-fluoro-phenyl)-ethyl]-amide). Isolated yield 43.1%. As a reaction SMILES: [F:1][C:2]1[CH:7]=[CH:6][C:5]([C@H:8]([NH:10][C:11]([C@H:13]2[CH2:18][CH2:17][C@H:16]([NH:19][S:20]([C:23]3[CH:28]=[CH:27][C:26](Br)=[CH:25][CH:24]=3)(=[O:22])=[O:21])[CH2:15][CH2:14]2)=[O:12])[CH3:9])=[CH:4][CH:3]=1.C(Cl)Cl.C([O-])([O-])=O.[Na+].[Na+].[CH3:39][C:40]1[CH:41]=[C:42](B(O)O)[CH:43]=[N:44][CH:45]=1>CN(C=O)C.CCOC(C)=O.C1C=CC(P(C2C=CC=CC=2)[C-]2C=CC=C2)=CC=1.C1C=CC(P(C2C=CC=CC=2)[C-]2C=CC=C2)=CC=1.Cl[Pd]Cl.[Fe+2]>[F:1][C:2]1[CH:7]=[CH:6][C:5]([C@H:8]([NH:10][C:11]([C@H:13]2[CH2:18][CH2:17][C@H:16]([NH:19][S:20]([C:23]3[CH:28]=[CH:27][C:26]([C:42]4[CH:43]=[N:44][CH:45]=[C:40]([CH3:39])[CH:41]=4)=[CH:25][CH:24]=3)(=[O:22])=[O:21])[CH2:15][CH2:14]2)=[O:12])[CH3:9])=[CH:4][CH:3]=1 |f:2.3.4,8.9.10.11|. Procedure details: Trans-4-(4-Bromo-benzenesulfonylamino)-cyclohexanecarboxylic acid [(R)-1-(4-fluoro-phenyl)-ethyl]-amide (Example 115, 100 mg, 0.206 mmol), Pd(dppf)Cl2.DCM (34 mg, 0.04 mmol), 2M Na2CO3 (1 ml, 2.06 mmol) and 5-methyl-3-pyridine boronic acid (51 mg, 0.37 mmol) were dissolved in DMF (1-2 ml) under N2. The reaction mixture was microwaved at 160° C. for 20 min., after which LCMS indicated that the reaction was complete. The mixture was diluted with EtOAc and washed with H2O (×2). The organic layer wa... The product is COC1=CC=2C(C3=CC=CC=C3SC2C=C1)=O (2-methoxythioxanthen-9-one). Reaction conditions: temperature 80 celsius. Procedure details: Finally, 2-methoxythioxanthen-9-one (S-17) was prepared. To a mixture of 2-(2-methoxyphenylthio)benzoic acid (11.0 g, 42 mmol) and 43.1 g (423 mmol) of acetic anhydride was added dropwise 4.14 g (42 mmol) of concentrated sulfuric acid. The mixture was heated at 80° C. for 4 h, cooled to ambient, and poured very slowly onto 500 g of ice. The precipitate was extracted with dichloromethane, and the extract was washed with 10% aqueous NaHCO3 and then with brine. The solution was dried (MgSO4), passe... As a reaction SMILES: CO[C:3]1[CH:8]=[CH:7][CH:6]=[CH:5][C:4]=1[S:9][C:10]1[CH:18]=[CH:17][CH:16]=[CH:15][C:11]=1[C:12]([OH:14])=O.[C:19](OC(=O)C)(=[O:21])C.S(=O)(=O)(O)O>>[CH3:19][O:21][C:7]1[CH:8]=[CH:3][C:4]2[S:9][C:10]3[C:11](=[CH:15][CH:16]=[CH:17][CH:18]=3)[C:12](=[O:14])[C:5]=2[CH:6]=1. Reactants: ice, COC1=C(C=CC=C1)SC1=C(C(=O)O)C=CC=C1 (2-(2-methoxyphenylthio)benzoic acid), C(C)(=O)OC(C)=O (acetic anhydride), S(O)(O)(=O)=O (sulfuric acid).